Dataset: the Open Reaction Database (ORD), a public repository of structured organic reaction records. Task: describe an organic reaction: reactants, conditions, products, and yield Product: O[C@H](C)[C@@H]1[C@@H]2N(C(=C([C@@H]2C)S\C=C\C2=C(N=CS2)CO)C(=O)OCOC(=O)N(C(C)C)C(C)C)C1=O (N,N-Diisopropylaminocarbonyloxymethyl (1R,5S,6S)-6-((1R)-1-hydroxyethyl)-2-[[(E)-2-(4-hydroxymethylthiazol-5-yl)ethen-1-yl]thio]-1-methyl-1-carbapen-2-em-3-carboxylate). Starting materials: C(C)(C)N(C(OCCl)=O)C(C)C (chloromethyl N,N-diisopropylcarbamate), O[C@H](C)[C@@H]1[C@@H]2N(C(=C([C@@H]2C)S\C=C\C2=C(N=CS2)CO)C(=O)[O-])C1=O.[Na+] (sodium (1R,5S,6S)-6-((1R)-1-hydroxyethyl)-2-[[(E)-2-(4-hydroxymethylthiazol-5-yl)ethen-1-yl]thio]-1-methyl-1-carbapen-2-em-3-carboxylate). Isolated yield 77.6%. As a reaction SMILES: [CH:1]([N:4]([CH:10]([CH3:12])[CH3:11])[C:5](=[O:9])[O:6][CH2:7]Cl)([CH3:3])[CH3:2].[OH:13][C@@H:14]([C@H:16]1[C:36](=[O:37])[N:18]2[C:19]([C:33]([O-:35])=[O:34])=[C:20]([S:23]/[CH:24]=[CH:25]/[C:26]3[S:30][CH:29]=[N:28][C:27]=3[CH2:31][OH:32])[C@H:21]([CH3:22])[C@H:17]12)[CH3:15].[Na+]>>[OH:13][C@@H:14]([C@H:16]1[C:36](=[O:37])[N:18]2[C:19]([C:33]([O:35][CH2:7][O:6][C:5]([N:4]([CH:10]([CH3:12])[CH3:11])[CH:1]([CH3:3])[CH3:2])=[O:9])=[O:34])=[C:20]([S:23]/[CH:24]=[CH:25]/[C:26]3[S:30][CH:29]=[N:28][C:27]=3[CH2:31][OH:32])[C@H:21]([CH3:22])[C@H:17]12)[CH3:15] |f:1.2|. Procedure details: In the same manner as in Example 144, 90.9 mg of the title compound was prepared from 50.4 mg of chloromethyl N,N-diisopropylcarbamate and 87.8 mg of sodium (1R,5S,6S)-6-((1R)-1-hydroxyethyl)-2-[[(E)-2-(4-hydroxymethylthiazol-5-yl)ethen-1-yl]thio]-1-methyl-1-carbapen-2-em-3-carboxylate.